describe an organic reaction: reactants, conditions, products, and yield From a dataset of the Open Reaction Database (ORD), a public repository of structured organic reaction records. Starting materials: CCOC=O, CCOC(=O)Cc1cc(OC(C)C)c(Cl)cc1F, Cl, [H-], [Na+], C1CCOC1. Product: CCOC(=O)C(C=O)c1cc(OC(C)C)c(Cl)cc1F. Reaction SMILES: [CH:21](=[O:22])[O:23][CH2:24][CH3:25].[Cl:3][c:4]1[cH:5][c:6]([F:20])[c:7]([CH2:14][C:15](=[O:16])[O:17][CH2:18][CH3:19])[cH:8][c:9]1[O:10][CH:11]([CH3:12])[CH3:13].[ClH:26].[H-:1].[Na+:2].[O:27]1[CH2:28][CH2:29][CH2:30][CH2:31]1>>[Cl:3][c:4]1[cH:5][c:6]([F:20])[c:7]([CH:14]([C:15](=[O:16])[O:17][CH2:18][CH3:19])[CH:21]=[O:22])[cH:8][c:9]1[O:10][CH:11]([CH3:12])[CH3:13]. The reactants are O=C([O-])[O-], CS(C)=O, CCOCC, Cl, O=[N+]([O-])c1ccccc1F, [K+], [K+], COc1cc2c(cc1OC)CN(C(=O)C(N)C(C)(C)C)CC2. The product is COc1cc2c(cc1OC)CN(C(=O)C(Nc1ccccc1[N+](=O)[O-])C(C)(C)C)CC2. As a reaction SMILES: [C:1](=[O:2])([O-:3])[O-:4].[CH3:17][S:18](=[O:19])[CH3:20].[CH3:44][CH2:45][O:46][CH2:47][CH3:48].[ClH:21].[F:7][c:8]1[c:9]([N+:14](=[O:15])[O-:16])[cH:10][cH:11][cH:12][cH:13]1.[K+:5].[K+:6].[NH2:22][CH:23]([C:24](=[O:25])[N:26]1[CH2:27][c:28]2[cH:29][c:30]([O:38][CH3:39])[c:31]([O:36][CH3:37])[cH:32][c:33]2[CH2:34][CH2:35]1)[C:40]([CH3:41])([CH3:42])[CH3:43]>>[c:8]1([NH:22][CH:23]([C:24](=[O:25])[N:26]2[CH2:27][c:28]3[cH:29][c:30]([O:38][CH3:39])[c:31]([O:36][CH3:37])[cH:32][c:33]3[CH2:34][CH2:35]2)[C:40]([CH3:41])([CH3:42])[CH3:43])[c:9]([N+:14](=[O:15])[O-:16])[cH:10][cH:11][cH:12][cH:13]1. Reactants: CO (Methanol), N1(CCNCC1)C=1C2=C(N=CN1)C1=C(O2)C=CC=C1 (4-piperazinobenzofurano[3,2-d]pyrimidine), N1=CC=CC=C1 (pyridine), [Cl-].O1COC2=C1C=CC(=C2)CNC=S (N-Benzo[1,3]dioxol-5-ylmethyl-thioformamide chloride). Solvent: ClCCl (dichloromethane), ClCCl (dichloromethane). Conditions: time 8 hour. Yields the product O1COC2=C1C=CC(=C2)CNC(=S)N2CCN(CC2)C=2C1=C(N=CN2)C2=C(O1)C=CC=C2 (4-Benzo[4.5]furo[3.2-d]pyrimidin-4-yl-piperazine-1-carbothioic acid (benzo[1.3]dioxol-5-ylmethyl)-amide). Reaction SMILES: [N:1]1([C:7]2[C:8]3[O:15][C:14]4[CH:16]=[CH:17][CH:18]=[CH:19][C:13]=4[C:9]=3[N:10]=[CH:11][N:12]=2)[CH2:6][CH2:5][NH:4][CH2:3][CH2:2]1.N1C=CC=CC=1.[Cl-].[O:27]1[C:31]2[CH:32]=[CH:33][C:34]([CH2:36][NH:37][CH:38]=[S:39])=[CH:35][C:30]=2[O:29][CH2:28]1.CO>ClCCl>[O:27]1[C:31]2[CH:32]=[CH:33][C:34]([CH2:36][NH:37][C:38]([N:4]3[CH2:5][CH2:6][N:1]([C:7]4[C:8]5[O:15][C:14]6[CH:16]=[CH:17][CH:18]=[CH:19][C:13]=6[C:9]=5[N:10]=[CH:11][N:12]=4)[CH2:2][CH2:3]3)=[S:39])=[CH:35][C:30]=2[O:29][CH2:28]1 |f:2.3|. Reported procedure: To a solution of 4-piperazinobenzofurano[3,2-d]pyrimidine (200 mg, 0.79 mmol) and pyridine (0.5 mL, 7.9 mmol) in dichloromethane (20 mL) was added a solution of product 1c in dichloromethane (20 mL) and this was stirred overnight. Methanol was added to quench excess thiophosgene, and the residue after removal of solvent was purified by silica gel column chromatography eluting with 5% methanol/dichloromethane and further recrystallized from dichloromethane/hexane to give 150 mg (37%). The reactants are O=C=NC(=O)c1ccccc1, ClCCl, NC1CCC(=O)c2sccc21. The product is O=C(NC(=O)c1ccccc1)NC1CCC(=O)c2sccc21. As a reaction SMILES: [C:12]([c:13]1[cH:14][cH:15][cH:16][cH:17][cH:18]1)(=[O:19])[N:20]=[C:21]=[O:22].[CH2:23]([Cl:24])[Cl:25].[O:1]=[C:2]1[CH2:3][CH2:4][CH:5]([NH2:11])[c:6]2[c:7]1[s:8][cH:9][cH:10]2>>[O:1]=[C:2]1[CH2:3][CH2:4][CH:5]([NH:11][C:21]([NH:20][C:12]([c:13]2[cH:14][cH:15][cH:16][cH:17][cH:18]2)=[O:19])=[O:22])[c:6]2[c:7]1[s:8][cH:9][cH:10]2. The reactants are Cc1ccc([N+](=O)[O-])cc1N(C)Cc1ccccc1, CO, Cl. Product: Cc1ccc(N)cc1N(C)Cc1ccccc1. RXN SMILES: [CH2:1]([c:2]1[cH:3][cH:4][cH:5][cH:6][cH:7]1)[N:8]([c:9]1[c:10]([CH3:18])[cH:11][cH:12][c:13]([N+:15]([O-:16])=[O:17])[cH:14]1)[CH3:19].[CH3:20][OH:21].[ClH:22]>>[CH2:1]([c:2]1[cH:3][cH:4][cH:5][cH:6][cH:7]1)[N:8]([c:9]1[c:10]([CH3:18])[cH:11][cH:12][c:13]([NH2:15])[cH:14]1)[CH3:19].